From a dataset of the Open Reaction Database (ORD), a public repository of structured organic reaction records. describe an organic reaction: reactants, conditions, products, and yield The reactants are BrB(Br)Br, ClCCl, COc1cccc(-c2ccc3sc(COc4ccc(F)c(C(N)=O)c4F)nc3c2)c1, O. Product: NC(=O)c1c(F)ccc(OCc2nc3cc(-c4cccc(O)c4)ccc3s2)c1F. As a reaction SMILES: [B:31]([Br:32])([Br:33])[Br:34].[Cl:36][CH2:37][Cl:38].[F:1][c:2]1[c:3]([C:4](=[O:5])[NH2:6])[c:7]([F:30])[cH:8][cH:9][c:10]1[O:11][CH2:12][c:13]1[s:14][c:15]2[c:16]([n:17]1)[cH:18][c:19](-[c:22]1[cH:23][c:24]([O:28][CH3:29])[cH:25][cH:26][cH:27]1)[cH:20][cH:21]2.[OH2:35]>>[F:1][c:2]1[c:3]([C:4](=[O:5])[NH2:6])[c:7]([F:30])[cH:8][cH:9][c:10]1[O:11][CH2:12][c:13]1[s:14][c:15]2[c:16]([n:17]1)[cH:18][c:19](-[c:22]1[cH:23][c:24]([OH:28])[cH:25][cH:26][cH:27]1)[cH:20][cH:21]2. Starting materials: CrCl3(THF)3, [Mg] (magnesium), CC(C[Mg]Cl)(C)C (2,2-dimethylpropyl magnesium chloride), ClCC(C)(C)C (1-chloro-2,2-dimethylpropane), CC(C[Cr-](CC(C)(C)C)(CC(C)(C)C)CC(C)(C)C)(C)C (tetrakis(2,2-dimethylpropyl)chromium(III)). The solvent is CCCCCC (hexane). Product: CC(C[Cr](CC(C)(C)C)(CC(C)(C)C)CC(C)(C)C)(C)C (Tetrakis(2,2-dimethylpropyl)chromium(IV)). As a reaction SMILES: CC(C)(C)C[Mg]Cl.ClCC(C)(C)C.[Mg].[CH3:15][C:16]([CH3:35])([CH3:34])[CH2:17][Cr-:18]([CH2:29][C:30]([CH3:33])([CH3:32])[CH3:31])([CH2:24][C:25]([CH3:28])([CH3:27])[CH3:26])[CH2:19][C:20]([CH3:23])([CH3:22])[CH3:21]>CCCCCC>[CH3:21][C:20]([CH3:23])([CH3:22])[CH2:19][Cr:18]([CH2:17][C:16]([CH3:35])([CH3:34])[CH3:15])([CH2:24][C:25]([CH3:28])([CH3:27])[CH3:26])[CH2:29][C:30]([CH3:31])([CH3:32])[CH3:33]. Procedure details: CrCl3(THF)3 (a product of Aldrich Co.) and 2,2-dimethylpropyl magnesium chloride (synthesized from 1-chloro-2,2-dimethylpropane, a product of Aldrich Co. and magnesium, a product of Wako Pure Chemicals Co.) were reacted according to a method described in J. Chem. Soc., Dalton Trans., 770 (1973) to prepare tetrakis(2,2-dimethylpropyl)chromium(III). This compound was dissolved in distillation-purified hexane to obtain a solution of 0.10 mol/liter, 5.20 g/liter. Starting materials: O=C[C@H](O)[C@@H](O)[C@H](O)CO (D-xylose), O=C[C@H](O)[C@@H](O)[C@H](O)[C@H](O)CO (D-glucose), yellowish residue. Reaction conditions: temperature 80 celsius. Yields the product O=C[C@@H](O)[C@@H](O)[C@H](O)[C@H](O)CO (D-mannose). As a reaction SMILES: O=C[C@@H]([C@H]([C@@H](CO)O)O)O.[O:11]=[CH:12][C@@H:13]([C@H:15]([C@@H:17]([C@@H:19]([CH2:21][OH:22])[OH:20])[OH:18])[OH:16])[OH:14]>>[O:11]=[CH:12][C@H:13]([C@H:15]([C@@H:17]([C@@H:19]([CH2:21][OH:22])[OH:20])[OH:18])[OH:16])[OH:14]. Reported procedure: A mixture of 5.7 g (38.4 mmole) of D-xylose of mp. 153° C. and 6.9 g (38.4 mmole) of D-glucose of mp. 143° C. is heated to approximately 80° C. with 52.7 g (176.8 mmole) of BEPDIB. The readily volatile constituents are then removed in vacuo (10-3Torr). Subsequent distillation gives 7.3 g of bp. 78° C./10-3Torr in addition to 11 g of yellowish residue. Reactants: BrC=1C=CC=C2C(CCOC12)(C#N)[Si](C)(C)C (8-bromo-4-(trimethylsilyl)-3,4-dihydro-2H-chromene-4-carbonitrile), Cl.CC(=O)O (HCl HOAc), Cl[Sn]Cl.O (SnCl2.H2O). Yields the product BrC=1C=CC=C2C(CCOC12)C(=O)O (8-bromo-3,4-dihydro-2H-chromene-4-carboxylic acid). RXN SMILES: [Br:1][C:2]1[CH:3]=[CH:4][CH:5]=[C:6]2[C:11]=1[O:10][CH2:9][CH2:8]C2([Si](C)(C)C)C#N.Cl[Sn]Cl.O.Cl.[CH3:23][C:24]([OH:26])=[O:25]>>[Br:1][C:2]1[CH:3]=[CH:4][CH:5]=[C:6]2[C:11]=1[O:10][CH2:9][CH2:8][CH:23]2[C:24]([OH:26])=[O:25] |f:1.2,3.4|. Reported procedure: A solution of 8-bromo-4-(trimethylsilyl)-3,4-dihydro-2H-chromene-4-carbonitrile (9.6 g, 29.45 mmol) in a mixture of conc. HCl/HOAc (50 mL/40 mL) was added SnCl2.H2O (26.57 g, 117.8 mmol) and the miture was refluxed for 48 hours. The reaction solution was concentrated and the residue was partitioned between water and EtOAc. The combined organic layers were washed with brine, dried over anhydrous Na2SO4 and concentrated to afford 8-bromo-3,4-dihydro-2H-chromene-4-carboxylic acid. 1H-NMR (300 MHz, ... Reactants: C(C)(C)(C)OC(=O)N1CCN(CC1)C1=C2N(C(N(C2=NC(=N1)Cl)C)=O)CC#CC (4-[7-(2-Butynyl)-2-chloro-9-methyl-8-oxo-8,9-dihydro-7H-purin-6-yl]piperazine-1-carboxylic acid t-butyl ester), C(C)(C)(C)OC(=O)N1CCN(CC1)C1=C2N(C(N(C2=NC(=N1)Cl)C)=O)CC#CC (4-[7-(2-Butynyl)-2-chloro-9-methyl-8-oxo-8,9-dihydro-7H-purin-6-yl]piperazine-1-carboxylic acid t-butyl ester), FC(C(=O)O)(F)F (trifluoroacetic acid). Run at time 5 minute. Product: FC(C(=O)O)(F)F.C(C#CC)N1C(N(C2=NC(=NC(=C12)N1CCNCC1)Cl)C)=O (7-(2-Butynyl)-2-chloro-9-methyl-6-(piperazin-1-yl)-7,9-dihydropurin-8-one trifluoroacetic acid salt). As a reaction SMILES: C(OC([N:8]1[CH2:13][CH2:12][N:11]([C:14]2[N:22]=[C:21]([Cl:23])[N:20]=[C:19]3[C:15]=2[N:16]([CH2:26][C:27]#[C:28][CH3:29])[C:17](=[O:25])[N:18]3[CH3:24])[CH2:10][CH2:9]1)=O)(C)(C)C.[F:30][C:31]([F:36])([F:35])[C:32]([OH:34])=[O:33]>>[F:30][C:31]([F:36])([F:35])[C:32]([OH:34])=[O:33].[CH2:26]([N:16]1[C:15]2[C:19](=[N:20][C:21]([Cl:23])=[N:22][C:14]=2[N:11]2[CH2:10][CH2:9][NH:8][CH2:13][CH2:12]2)[N:18]([CH3:24])[C:17]1=[O:25])[C:27]#[C:28][CH3:29] |f:2.3|. Procedure details: 4-[7-(2-Butynyl)-2-chloro-9-methyl-8-oxo-8,9-dihydro-7H-purin-6-yl]piperazine-1-carboxylic acid t-butyl ester (compound 1f) (15 mg) was dissolved in trifluoroacetic acid (1 mL). This reaction solution was stirred at room temperature for five minutes, and then concentrated. The residue was purified by reverse phase high performance liquid chromatography to give the title compound (11.07 mg). Starting materials: ClC=1C=C(C=C(C1OCC1=C(C=CC=C1)C1=CC=CC=C1)Cl)[N+](=O)[O-] (3,5-dichloro-4-(2-phenylphenylmethoxy) nitrobenzene). Reagents/catalysts: catalyst, [Pt] (platinum on carbon). The solvent is C1(=CC=CC=C1)C (toluene). Yields the product ClC=1C=C(N)C=C(C1OCC1=C(C=CC=C1)C1=CC=CC=C1)Cl (3,5-dichloro-4-(2-phenylphenylmethoxy)aniline). The yield is 82.5%. As a reaction SMILES: [Cl:1][C:2]1[CH:3]=[C:4]([N+:23]([O-])=O)[CH:5]=[C:6]([Cl:22])[C:7]=1[O:8][CH2:9][C:10]1[CH:15]=[CH:14][CH:13]=[CH:12][C:11]=1[C:16]1[CH:21]=[CH:20][CH:19]=[CH:18][CH:17]=1>[Pt].C1(C)C=CC=CC=1>[Cl:1][C:2]1[CH:3]=[C:4]([CH:5]=[C:6]([Cl:22])[C:7]=1[O:8][CH2:9][C:10]1[CH:15]=[CH:14][CH:13]=[CH:12][C:11]=1[C:16]1[CH:17]=[CH:18][CH:19]=[CH:20][CH:21]=1)[NH2:23]. Reported procedure: A 500 milliliter rocking Parr hydrogenator was charged with a solution of 12 grams (0.032 moles) of 3,5-dichloro-4-(2-phenylphenylmethoxy) nitrobenzene prepared in Part A and 100 milliliters of toluene. To this solution was added 1.0 gram of a catalyst of 5% platinum on carbon and the reactor was sealed. The reactor was purged twice with nitrogen and then twice with hydrogen. Hydrogen was then introduced to a pressure of 26 psi and this pressure was maintained until the hydrogen up-take ceased, ... Reactants: CC1N(N=C(C2=C(C1)C=C1C(=C2)OCO1)C1=CC=C(C=C1)[N+](=O)[O-])C(N)=S ((±)-8-Methyl-5-(4-nitrophenyl)-7-thiocarbamoyl-8,9-dihydro-7H-1,3-dioxolo[4,5-h][2,3]benzodiazepine), ClC(C(C)=O)C (3-chloro-2-butanone). Run in CN(C=O)C (dimethylformamide). Reaction conditions: temperature 90 celsius, time 3 hour. Product: CC=1N=C(SC1C)N1N=C(C2=C(CC1C)C=C1C(=C2)OCO1)C1=CC=C(C=C1)[N+](=O)[O-] ((±)-7-(4,5-Dimethyl-thiazol-2-yl)-8-methyl-5-(4-nitrophenyl)-8,9-dihydro-7H-1,3-dioxolo[4,5-h][2,3]benzodiazepine). Yield: 72.0%. As a reaction SMILES: [CH3:1][CH:2]1[CH2:8][C:7]2[CH:9]=[C:10]3[O:15][CH2:14][O:13][C:11]3=[CH:12][C:6]=2[C:5]([C:16]2[CH:21]=[CH:20][C:19]([N+:22]([O-:24])=[O:23])=[CH:18][CH:17]=2)=[N:4][N:3]1[C:25](=[S:27])[NH2:26].Cl[CH:29]([CH3:33])[C:30](=O)[CH3:31]>CN(C)C=O>[CH3:33][C:29]1[N:26]=[C:25]([N:3]2[CH:2]([CH3:1])[CH2:8][C:7]3[CH:9]=[C:10]4[O:15][CH2:14][O:13][C:11]4=[CH:12][C:6]=3[C:5]([C:16]3[CH:17]=[CH:18][C:19]([N+:22]([O-:24])=[O:23])=[CH:20][CH:21]=3)=[N:4]2)[S:27][C:30]=1[CH3:31]. Procedure: A mixture of 0.60 g (1.56 mmol) of the starting material I, 1.02 g (9.57 mmol) of 3-chloro-2-butanone and 8 ml of dimethylformamide was stirred at 90° C. for 3 h. After cooling the precipitated crystals were filtered off, dried and purified by recrystallization from dimethylformamide and water to yield 0.49 g (76%) of the title compound; Mp.: >260° C. (dec.).